Dataset: the Open Reaction Database (ORD), a public repository of structured organic reaction records. Task: describe an organic reaction: reactants, conditions, products, and yield The reactants are C1(CCCCC1)=O (cyclohexanone), C(CCC)O (n-butanol), 4A. The reagents and catalysts are O.O.O.O.O.O.[Cl-].[Ce+3].[Cl-].[Cl-] (cerium chloride hexahydrate). Solvent: C1(=CC=CC=C1)C (toluene). Conditions: temperature 25 celsius, time 12 hour. Yields the product C(CCC)OC1(CCCCC1)OCCCC (cyclohexanone dibutyl acetal). The yield is 185.8%. Reaction SMILES: [C:1]1(=[O:7])[CH2:6][CH2:5][CH2:4][CH2:3][CH2:2]1.[CH2:8]([OH:12])[CH2:9][CH2:10][CH3:11]>O.O.O.O.O.O.[Cl-].[Ce+3].[Cl-].[Cl-].C1(C)C=CC=CC=1>[CH2:6]([O:7][C:1]1([O:12][CH2:8][CH2:9][CH2:10][CH3:11])[CH2:6][CH2:5][CH2:4][CH2:3][CH2:2]1)[CH2:1][CH2:2][CH3:3] |f:2.3.4.5.6.7.8.9.10.11|. Reported procedure: In a 300-ml three-necked flask, 98 g (1 mole) of cyclohexanone, 148 g (2 moles) of n-butanol, 50 g of molecular sieve 4A, 2 mg of cerium chloride hexahydrate and 40 g of toluene were charged. The resulting mixture was stirred at 25° C. under atmospheric pressure for 12 hours in a nitrogen atmosphere. After the removal of the molecular sieve 4A, the solvent (toluene) and unreacted starting materials were distilled off under reduced pressure. Distillation of the residue under reduced pressure gave... The reactants are ClC1=NC(=CC2=CC(=CC=C12)OC)NC1=NNC(=C1)C ((1-chloro-6-methoxy-isoquinolin-3-yl)-(5-methyl-1H-pyrazol-3-yl)-amine), N1=CC=C(C=C1)B(O)O (4-pyridine-boronic acid). Yields the product CC1=CC(=NN1)NC=1N=C(C2=CC=C(C=C2C1)OC)C1=CC=NC=C1 ((5-methyl-1H-pyrazol-3-yl)-(1-pyridin-4-yl-6-methoxy-isoquinolin-3-yl)-amine). Reaction SMILES: Cl[C:2]1[C:11]2[C:6](=[CH:7][C:8]([O:12][CH3:13])=[CH:9][CH:10]=2)[CH:5]=[C:4]([NH:14][C:15]2[CH:19]=[C:18]([CH3:20])[NH:17][N:16]=2)[N:3]=1.[N:21]1[CH:26]=[CH:25][C:24](B(O)O)=[CH:23][CH:22]=1>>[CH3:20][C:18]1[NH:17][N:16]=[C:15]([NH:14][C:4]2[N:3]=[C:2]([C:24]3[CH:25]=[CH:26][N:21]=[CH:22][CH:23]=3)[C:11]3[C:6]([CH:5]=2)=[CH:7][C:8]([O:12][CH3:13])=[CH:9][CH:10]=3)[CH:19]=1. Procedure details: Similar procedure as described in example 131 was used, starting from (1-chloro-6-methoxy-isoquinolin-3-yl)-(5-methyl-1H-pyrazol-3-yl)-amine and 4-pyridine-boronic acid to give (5-methyl-1H-pyrazol-3-yl)-(1-pyridin-4-yl-6-methoxy-isoquinolin-3-yl)-amine. LC-MS m/e 332(MH+). Starting materials: C(C)(C)(C)C1=CC=C(C=C1)S(=O)(=O)NC1=C(C(=NC=N1)OCCOC1=CC=C(OCC(=O)OC(C)(C)C)C=C1)C1=CC=C(C=C1)C (tert-butyl 4-{2-{6-(4-tert-butylbenzenesulfonylamino)-5-(4-methylphenyl)pyrimidin-4-yloxy]ethoxy}phenoxyacetate), C1(=CC=CC=C1)OC (anisole), FC(C(=O)O)(F)F (trifluoroacetic acid). The solvent is ClCCl (dichloromethane). Reaction conditions: time 5 hour. Yields the product C(C)(C)(C)C1=CC=C(C=C1)S(=O)(=O)NC1=C(C(=NC=N1)OCCOC1=CC=C(OCC(=O)O)C=C1)C1=CC=C(C=C1)C (4-{2-[6-(4-tert-butylbenzenesulfonylamino)-5-(4-methylphenyl)pyrimidin-4-yl-oxy]ethoxy}phenoxyacetic acid). Reaction SMILES: [C:1]([C:5]1[CH:10]=[CH:9][C:8]([S:11]([NH:14][C:15]2[N:20]=[CH:19][N:18]=[C:17]([O:21][CH2:22][CH2:23][O:24][C:25]3[CH:39]=[CH:38][C:28]([O:29][CH2:30][C:31]([O:33]C(C)(C)C)=[O:32])=[CH:27][CH:26]=3)[C:16]=2[C:40]2[CH:45]=[CH:44][C:43]([CH3:46])=[CH:42][CH:41]=2)(=[O:13])=[O:12])=[CH:7][CH:6]=1)([CH3:4])([CH3:3])[CH3:2].C1(OC)C=CC=CC=1.FC(F)(F)C(O)=O>ClCCl>[C:1]([C:5]1[CH:6]=[CH:7][C:8]([S:11]([NH:14][C:15]2[N:20]=[CH:19][N:18]=[C:17]([O:21][CH2:22][CH2:23][O:24][C:25]3[CH:39]=[CH:38][C:28]([O:29][CH2:30][C:31]([OH:33])=[O:32])=[CH:27][CH:26]=3)[C:16]=2[C:40]2[CH:45]=[CH:44][C:43]([CH3:46])=[CH:42][CH:41]=2)(=[O:13])=[O:12])=[CH:9][CH:10]=1)([CH3:4])([CH3:3])[CH3:2]. Procedure: To a solution of tert-butyl 4-{2-{6-(4-tert-butylbenzenesulfonylamino)-5-(4-methylphenyl)pyrimidin-4-yloxy]ethoxy}phenoxyacetate (1.25 g) in dichloromethane (120 ml) are added anisole (2.09 g) and trifluoroacetic acid (20 ml) under ice-cooling. The mixture is stirred at room temperature for five hours, washed with water, and extracted with 10% aqueous sodium hydroxide solution. The aqueous layer is washed with chloroform, and acidified with 10% hydrochloric acid under ice-cooling. The mixture is... Procedure details: Into a 100 mL round bottom flask a mixture of 5 parts of 3-tert-butyldimethylsilyloxybenzoic acid and 25 mL of thionyl chloride was heated at reflux for 1 hr 30 min. The reaction mixture was concentrated under reduced pressure to yield 5.77 parts of an oil. Yields the product [Si](C)(C)(C(C)(C)C)OC=1C=C(C(=O)Cl)C=CC1 (3-tert-Butyldimethylsilyloxybenzoyl chloride). Starting materials: [Si](C)(C)(C(C)(C)C)OC=1C=C(C(=O)O)C=CC1 (3-tert-butyldimethylsilyloxybenzoic acid), S(=O)(Cl)Cl (thionyl chloride). RXN SMILES: [Si:1]([O:8][C:9]1[CH:10]=[C:11]([CH:15]=[CH:16][CH:17]=1)[C:12](O)=[O:13])([C:4]([CH3:7])([CH3:6])[CH3:5])([CH3:3])[CH3:2].S(Cl)([Cl:20])=O>>[Si:1]([O:8][C:9]1[CH:10]=[C:11]([CH:15]=[CH:16][CH:17]=1)[C:12]([Cl:20])=[O:13])([C:4]([CH3:7])([CH3:6])[CH3:5])([CH3:3])[CH3:2].